From a dataset of the Open Reaction Database (ORD), a public repository of structured organic reaction records. describe an organic reaction: reactants, conditions, products, and yield Starting materials: Cc1cccc(C)c1Oc1cccc(CO)c1, CCOC(=O)N=NC(=O)OCC, C1CCOC1, COC(=O)CCc1ccc(O)cc1, c1ccc(P(c2ccccc2)c2ccccc2)cc1, Cc1ccccc1. Product: COC(=O)CCc1ccc(OCc2cccc(Oc3c(C)cccc3C)c2)cc1. As a reaction SMILES: [CH3:14][c:15]1[c:16]([O:17][c:18]2[cH:19][c:20]([CH2:24][OH:25])[cH:21][cH:22][cH:23]2)[c:26]([CH3:30])[cH:27][cH:28][cH:29]1.[N:57]([C:58]([O:59][CH2:60][CH3:61])=[O:62])=[N:63][C:64]([O:65][CH2:66][CH3:67])=[O:68].[O:69]1[CH2:70][CH2:71][CH2:72][CH2:73]1.[OH:1][c:2]1[cH:3][cH:4][c:5]([CH2:8][CH2:9][C:10](=[O:11])[O:12][CH3:13])[cH:6][cH:7]1.[c:31]1([P:32]([c:33]2[cH:34][cH:35][cH:36][cH:37][cH:38]2)[c:39]2[cH:40][cH:41][cH:42][cH:43][cH:44]2)[cH:45][cH:46][cH:47][cH:48][cH:49]1.[c:50]1([CH3:51])[cH:52][cH:53][cH:54][cH:55][cH:56]1>>[O:1]([c:2]1[cH:3][cH:4][c:5]([CH2:8][CH2:9][C:10](=[O:11])[O:12][CH3:13])[cH:6][cH:7]1)[CH2:24][c:20]1[cH:19][c:18]([O:17][c:16]2[c:15]([CH3:14])[cH:29][cH:28][cH:27][c:26]2[CH3:30])[cH:23][cH:22][cH:21]1. Product: CCN1CCC(Oc2cccc3ccc(-c4cnc5cc(OCCOC)ccn45)nc23)C(F)C1. The reactants are CC=O, COCCOc1ccn2c(-c3ccc4cccc(OC5CCNCC5F)c4n3)cnc2c1. RXN SMILES: [CH:33]([CH3:34])=[O:35].[F:1][CH:2]1[CH2:3][NH:4][CH2:5][CH2:6][CH:7]1[O:8][c:9]1[cH:10][cH:11][cH:12][c:13]2[cH:14][cH:15][c:16](-[c:19]3[cH:20][n:21][c:22]4[n:23]3[cH:24][cH:25][c:26]([O:28][CH2:29][CH2:30][O:31][CH3:32])[cH:27]4)[n:17][c:18]12>>[F:1][CH:2]1[CH2:3][N:4]([CH2:33][CH3:34])[CH2:5][CH2:6][CH:7]1[O:8][c:9]1[cH:10][cH:11][cH:12][c:13]2[cH:14][cH:15][c:16](-[c:19]3[cH:20][n:21][c:22]4[n:23]3[cH:24][cH:25][c:26]([O:28][CH2:29][CH2:30][O:31][CH3:32])[cH:27]4)[n:17][c:18]12. Reactants: CC1(C)CNc2ncc(C=CC(=O)O)cc2O1, CNCc1oc2ccccc2c1C, CCN=C=NCCCN(C)C, CCN(C(C)C)C(C)C, Cl, CN(C)C=O, O, On1nnc2ccccc21. Yields the product Cc1c(CN(C)C(=O)C=Cc2cnc3c(c2)OC(C)(C)CN3)oc2ccccc12, Cl. Reaction SMILES: [CH3:15][C:16]1([CH3:31])[CH2:17][NH:18][c:19]2[c:20]([cH:22][c:23]([CH:26]=[CH:27][C:28](=[O:29])[OH:30])[cH:24][n:25]2)[O:21]1.[CH3:1][NH:2][CH2:3][c:4]1[o:5][c:6]2[c:7]([c:8]1[CH3:9])[cH:10][cH:11][cH:12][cH:13]2.[CH3:51][N:52]([CH3:53])[CH2:54][CH2:55][CH2:56][N:57]=[C:58]=[N:59][CH2:60][CH3:61].[CH:42]([N:43]([CH:44]([CH3:45])[CH3:46])[CH2:47][CH3:48])([CH3:49])[CH3:50].[ClH:14].[O:62]=[CH:63][N:64]([CH3:65])[CH3:66].[OH2:67].[OH:32][n:33]1[c:34]2[cH:35][cH:36][cH:37][cH:38][c:39]2[n:40][n:41]1>>[CH3:1][N:2]([CH2:3][c:4]1[o:5][c:6]2[c:7]([c:8]1[CH3:9])[cH:10][cH:11][cH:12][cH:13]2)[C:28]([CH:27]=[CH:26][c:23]1[cH:22][c:20]2[c:19]([n:25][cH:24]1)[NH:18][CH2:17][C:16]([CH3:15])([CH3:31])[O:21]2)=[O:30].[ClH:14]. The reactants are NC(C(C(CC1=CC=CC=C1)NC(=O)OC(C)(C)C)O)CC1=CC=CC=C1 (4-Amino-2 -(t-butyloxycarbonylamino)-1,5-diphenyl-3-hydroxypentane), C1(=CC=C(C=C1)S(=O)(=O)Cl)C (p-toluenesulfonyl chloride). Solvent: N1=CC=CC=C1 (pyridine), CCOCC (ether). Run at time 2 hour. Product: C(C)(C)(C)OC(=O)NC(CC1=CC=CC=C1)C(C(CC1=CC=CC=C1)NS(=O)(=O)C1=CC=C(C=C1)C)O (2(t-Butyloxycarbonylamino)-4-(p-toluenesulfonylamino)-1,5-diphenyl-3-hydroxypentane). RXN SMILES: [NH2:1][CH:2]([CH2:21][C:22]1[CH:27]=[CH:26][CH:25]=[CH:24][CH:23]=1)[CH:3]([OH:20])[CH:4]([NH:12][C:13]([O:15][C:16]([CH3:19])([CH3:18])[CH3:17])=[O:14])[CH2:5][C:6]1[CH:11]=[CH:10][CH:9]=[CH:8][CH:7]=1.[C:28]1([CH3:38])[CH:33]=[CH:32][C:31]([S:34](Cl)(=[O:36])=[O:35])=[CH:30][CH:29]=1>N1C=CC=CC=1.CCOCC>[C:16]([O:15][C:13]([NH:12][CH:4]([CH:3]([OH:20])[CH:2]([NH:1][S:34]([C:31]1[CH:32]=[CH:33][C:28]([CH3:38])=[CH:29][CH:30]=1)(=[O:36])=[O:35])[CH2:21][C:22]1[CH:23]=[CH:24][CH:25]=[CH:26][CH:27]=1)[CH2:5][C:6]1[CH:11]=[CH:10][CH:9]=[CH:8][CH:7]=1)=[O:14])([CH3:19])([CH3:18])[CH3:17]. Procedure: The resultant compound of Example 11 (0.05 mmol) in 2 ml of pyridine was cooled to 0° C. and treated with 0.05 mmol of p-toluenesulfonyl chloride. After 2 h, the solution was diluted with ether, washed sequentially with 1N HCl, aqueous NaHCO3, and saturated brine, dried over MgSO4, and concentrated. Silica gel chromatography gave the desired compound. Starting materials: CCOCC, O=C(O)c1cccc(Oc2ccccc2)c1, C1CCOC1, O. Yields the product OCc1cccc(Oc2ccccc2)c1. RXN SMILES: [CH3:18][CH2:19][O:20][CH2:21][CH3:22].[O:1]([c:2]1[cH:3][cH:4][cH:5][cH:6][cH:7]1)[c:8]1[cH:9][c:10]([C:11](=[O:12])[OH:13])[cH:14][cH:15][cH:16]1.[O:23]1[CH2:24][CH2:25][CH2:26][CH2:27]1.[OH2:17]>>[O:1]([c:2]1[cH:3][cH:4][cH:5][cH:6][cH:7]1)[c:8]1[cH:9][c:10]([CH2:11][OH:12])[cH:14][cH:15][cH:16]1. Reactants: BrC1=CC(=C(C(=O)OCC2=CC=CC=C2)C=C1)NCCCC (Phenylmethyl 4-bromo-2-(butylamino)benzoate), CC1(OB(OC1(C)C)C=1C=C2CC[C@@H](OC2=CC1)CN(C[C@@H](COC1=CC=CC=C1)O[Si](C)(C)C(C)(C)C)CC1=CC=CC=C1)C ((2S)-N-{[(2R)-6-(4,4,5,5-tetramethyl-1,3,2-dioxaborolan-2-yl)-3,4-dihydro-2H-chromen-2-yl]methyl}-2-{[(1,1-dimethylethyl)(dimethyl)silyl]oxy}-N-(phenylmethyl)-3-(phenyloxy)-1-propanamine), C(=O)([O-])[O-].[Na+].[Na+] (Na2CO3), solution. Reagents/catalysts: C1=CC=C(C=C1)P([C-]2C=CC=C2)C3=CC=CC=C3.C1=CC=C(C=C1)P([C-]2C=CC=C2)C3=CC=CC=C3.Cl[Pd]Cl.[Fe+2] (Pd(dppf)Cl2). Solvent: C1(=CC=CC=C1)C (toluene), O1CCCC1 (tetrahydrofuran). Reaction conditions: temperature 85 celsius, time 3 hour. Product: C(CCC)NC1=C(C(=O)OCC2=CC=CC=C2)C=CC(=C1)C=1C=C2CC[C@@H](OC2=CC1)CN(CC1=CC=CC=C1)C[C@@H](COC1=CC=CC=C1)O[Si](C)(C)C(C)(C)C (Phenylmethyl 2-(butylamino)4-((2R)-2-{[[(2S)-2-{[(1,1-dimethylethyl)(dimethyl)silyl]oxy}-3-(phenyloxy)propyl](phenylmethyl)amino]methyl}-3,4-dihydro-2H-chromen-6-yl)benzoate). Isolated yield 42.0%. RXN SMILES: CC1(C)C(C)(C)OB([C:9]2[CH:10]=[C:11]3[C:16](=[CH:17][CH:18]=2)[O:15][C@@H:14]([CH2:19][N:20]([CH2:39][C:40]2[CH:45]=[CH:44][CH:43]=[CH:42][CH:41]=2)[CH2:21][C@H:22]([O:31][Si:32]([C:35]([CH3:38])([CH3:37])[CH3:36])([CH3:34])[CH3:33])[CH2:23][O:24][C:25]2[CH:30]=[CH:29][CH:28]=[CH:27][CH:26]=2)[CH2:13][CH2:12]3)O1.C([O-])([O-])=O.[Na+].[Na+].Br[C:54]1[CH:69]=[CH:68][C:57]([C:58]([O:60][CH2:61][C:62]2[CH:67]=[CH:66][CH:65]=[CH:64][CH:63]=2)=[O:59])=[C:56]([NH:70][CH2:71][CH2:72][CH2:73][CH3:74])[CH:55]=1>C1(C)C=CC=CC=1.O1CCCC1.C1C=CC(P(C2C=CC=CC=2)[C-]2C=CC=C2)=CC=1.C1C=CC(P(C2C=CC=CC=2)[C-]2C=CC=C2)=CC=1.Cl[Pd]Cl.[Fe+2]>[CH2:71]([NH:70][C:56]1[CH:55]=[C:54]([C:9]2[CH:10]=[C:11]3[C:16](=[CH:17][CH:18]=2)[O:15][C@@H:14]([CH2:19][N:20]([CH2:21][C@H:22]([O:31][Si:32]([C:35]([CH3:37])([CH3:38])[CH3:36])([CH3:34])[CH3:33])[CH2:23][O:24][C:25]2[CH:30]=[CH:29][CH:28]=[CH:27][CH:26]=2)[CH2:39][C:40]2[CH:41]=[CH:42][CH:43]=[CH:44][CH:45]=2)[CH2:13][CH2:12]3)[CH:69]=[CH:68][C:57]=1[C:58]([O:60][CH2:61][C:62]1[CH:63]=[CH:64][CH:65]=[CH:66][CH:67]=1)=[O:59])[CH2:72][CH2:73][CH3:74] |f:1.2.3,7.8.9.10|. Procedure: Argon gas was bubbled through a solution of (2S)-N-{[(2R)-6-(4,4,5,5-tetramethyl-1,3,2-dioxaborolan-2-yl)-3,4-dihydro-2H-chromen-2-yl]methyl}-2-{[(1,1-dimethylethyl)(dimethyl)silyl]oxy}-N-(phenylmethyl)-3-(phenyloxy)-1-propanamine (Example 88, 92 mg, 0.14 mmol) in toluene (1.25 mL), tetrahydrofuran (0.25 mL), and aqueous Na2CO3 (0.50 mL of a 2M solution) for 10 minutes. Pd(dppf)Cl2 (10 mg, 0.014 mmol, 0.1 eq.) and phenylmethyl 4-bromo-2-(butylamino)benzoate (Example 193, 52 mg, 0.14 mmol, 1.0 eq...